This data is from the Open Reaction Database (ORD), a public repository of structured organic reaction records. The task is: describe an organic reaction: reactants, conditions, products, and yield The reactants are COCC(=O)Cl (Methoxyacetyl chloride), C1(CC1)C1=CC=C(N)C=C1 (4-cyclopropylaniline), CCN(C(C)C)C(C)C (DIEA). Solvent: C(Cl)Cl (DCM). Conditions: time 2 hour. Yields the product C1(CC1)C1=CC=C(C=C1)NC(COC)=O (N-(4-cyclopropylphenyl)-2-methoxyacetamide). As a reaction SMILES: [CH3:1][O:2][CH2:3][C:4](Cl)=[O:5].[CH:7]1([C:10]2[CH:16]=[CH:15][C:13]([NH2:14])=[CH:12][CH:11]=2)[CH2:9][CH2:8]1.CCN(C(C)C)C(C)C>C(Cl)Cl>[CH:7]1([C:10]2[CH:16]=[CH:15][C:13]([NH:14][C:4](=[O:5])[CH2:3][O:2][CH3:1])=[CH:12][CH:11]=2)[CH2:9][CH2:8]1. Reported procedure: Methoxyacetyl chloride (0.55 mL, 6.0 mmol) was added to a solution of 4-cyclopropylaniline (800 mg, 6.0 mmol) and DIEA (1.05 mL, 6.0 mmol) in DCM, and the reaction was stirred at r.t. for 2 h. The reaction was washed with brine, dried (MgSO4), and concentrated to give crude N-(4-cyclopropylphenyl)-2-methoxyacetamide. The reactants are NC=1C(N(C(=NC1C1=CC=NC=C1)O)C)=O (5-Amino-2-hydroxy-3-methyl-6-pyridin-4-yl-3H-pyrimidin-4-one), P(=O)(Cl)(Cl)Cl (phosphorousoxychloride). Solvent: C(C)O (ethanol). Conditions: temperature 100 celsius. Yields the product NC=1C(N(C(=NC1C1=CC=NC=C1)Cl)C)=O (5-Amino-2-chloro-3-methyl-6-pyridin-4-yl-3H-pyrimidin-4-one). As a reaction SMILES: [NH2:1][C:2]1[C:3](=[O:16])[N:4]([CH3:15])[C:5](O)=[N:6][C:7]=1[C:8]1[CH:13]=[CH:12][N:11]=[CH:10][CH:9]=1.P(Cl)(Cl)([Cl:19])=O>C(O)C>[NH2:1][C:2]1[C:3](=[O:16])[N:4]([CH3:15])[C:5]([Cl:19])=[N:6][C:7]=1[C:8]1[CH:13]=[CH:12][N:11]=[CH:10][CH:9]=1. Procedure details: 5-Amino-2-hydroxy-3-methyl-6-pyridin-4-yl-3H-pyrimidin-4-one (0.46 mmol) was suspended in phosphorousoxychloride (230 mmol) at 0° C. and 2 mL ethanol was added. The reaction was heated to 100° C. overnight. The solvent was removed under vacuum. The solid was suspended in methylene chloride and collected by filtration. M+1=237. Reactants: O=C=NCc1ccccc1, C1CCOC1, COc1ccc(S(=O)(=O)N(CCN)c2ccc(C)cc2Cc2c(F)cccc2F)cc1OC. Product: COc1ccc(S(=O)(=O)N(CCNC(=O)NCc2ccccc2)c2ccc(C)cc2Cc2c(F)cccc2F)cc1OC. RXN SMILES: [CH2:34]([c:35]1[cH:36][cH:37][cH:38][cH:39][cH:40]1)[N:41]=[C:42]=[O:43].[CH2:44]1[O:45][CH2:46][CH2:47][CH2:48]1.[NH2:1][CH2:2][CH2:3][N:4]([S:5](=[O:6])(=[O:7])[c:8]1[cH:9][c:10]([O:16][CH3:17])[c:11]([O:14][CH3:15])[cH:12][cH:13]1)[c:18]1[c:19]([CH2:25][c:26]2[c:27]([F:33])[cH:28][cH:29][cH:30][c:31]2[F:32])[cH:20][c:21]([CH3:24])[cH:22][cH:23]1>>[NH:1]([CH2:2][CH2:3][N:4]([S:5](=[O:6])(=[O:7])[c:8]1[cH:9][c:10]([O:16][CH3:17])[c:11]([O:14][CH3:15])[cH:12][cH:13]1)[c:18]1[c:19]([CH2:25][c:26]2[c:27]([F:33])[cH:28][cH:29][cH:30][c:31]2[F:32])[cH:20][c:21]([CH3:24])[cH:22][cH:23]1)[C:42]([NH:41][CH2:34][c:35]1[cH:36][cH:37][cH:38][cH:39][cH:40]1)=[O:43]. The reactants are CCCCP(CCCC)CCCC, CCCc1nc(C)[nH]c(=O)c1Cc1ccc(-c2ccccc2C#N)cc1, O=C(N=NC(=O)N1CCCCC1)N1CCCCC1, C1CCOC1, OCc1ccccn1. Product: CCCc1nc(C)n(Cc2ccccn2)c(=O)c1Cc1ccc(-c2ccccc2C#N)cc1. RXN SMILES: [CH2:45]([P:46]([CH2:47][CH2:48][CH2:49][CH3:50])[CH2:51][CH2:52][CH2:53][CH3:54])[CH2:55][CH2:56][CH3:57].[CH3:1][c:2]1[nH:3][c:4](=[O:26])[c:5]([CH2:11][c:12]2[cH:13][cH:14][c:15](-[c:18]3[c:19]([C:24]#[N:25])[cH:20][cH:21][cH:22][cH:23]3)[cH:16][cH:17]2)[c:6]([CH2:8][CH2:9][CH3:10])[n:7]1.[N:27]([C:28]([N:29]1[CH2:30][CH2:31][CH2:32][CH2:33][CH2:34]1)=[O:35])=[N:36][C:37]([N:38]1[CH2:39][CH2:40][CH2:41][CH2:42][CH2:43]1)=[O:44].[O:66]1[CH2:67][CH2:68][CH2:69][CH2:70]1.[n:58]1[c:59]([CH2:64][OH:65])[cH:60][cH:61][cH:62][cH:63]1>>[CH3:1][c:2]1[n:3]([CH2:64][c:59]2[n:58][cH:63][cH:62][cH:61][cH:60]2)[c:4](=[O:26])[c:5]([CH2:11][c:12]2[cH:13][cH:14][c:15](-[c:18]3[c:19]([C:24]#[N:25])[cH:20][cH:21][cH:22][cH:23]3)[cH:16][cH:17]2)[c:6]([CH2:8][CH2:9][CH3:10])[n:7]1. The reactants are CCCC[N+](CCCC)(CCCC)CCCC, ClCC1CO1, O, CN1C(C)(C)CN(CCO)C(=O)C1(C)C, O=S(=O)([O-])O. Product: CN1C(C)(C)CN(CCOCC2CO2)C(=O)C1(C)C. Reaction SMILES: [CH2:26]([N+:27]([CH2:28][CH2:29][CH2:30][CH3:31])([CH2:32][CH2:33][CH2:34][CH3:35])[CH2:36][CH2:37][CH2:38][CH3:39])[CH2:40][CH2:41][CH3:42].[Cl:16][CH2:17][CH:18]1[CH2:19][O:20]1.[OH2:43].[OH:1][CH2:2][CH2:3][N:4]1[C:5](=[O:15])[C:6]([CH3:13])([CH3:14])[N:7]([CH3:12])[C:8]([CH3:10])([CH3:11])[CH2:9]1.[S:21]([O-:22])([OH:23])(=[O:24])=[O:25]>>[O:1]([CH2:2][CH2:3][N:4]1[C:5](=[O:15])[C:6]([CH3:13])([CH3:14])[N:7]([CH3:12])[C:8]([CH3:10])([CH3:11])[CH2:9]1)[CH2:17][CH:18]1[CH2:19][O:20]1. Product: C(#N)C(C)(C1=CC=CC=C1)C1=CC=C(C=C1)N1N=C(C(NC1=O)=O)C#N (2-[4-(1-cyano-1-phenylethyl)phenyl]-2,3,4,5-tetrahydro-3,5-dioxo-1,2,4-triazine-6-carbonitrile), intermediate 65. Procedure: A mixture of 7.8 parts of ethyl[2-cyano-2-[[4-(1-cyano-1-phenylethyl)phenyl]hydrazono]acetyl]carbamate, 1.98 parts of anhydrous potassium acetate and 120 parts of acetic acid was stirred and refluxed for 3 hours. The reaction mixture was concentrated to a volume of 30 parts. Water was added till the product was precipitated. It was sucked off, washed with water and dissolved in trichloromethane. The remaining water was separated and the organic phase was dried, filtered and evaporated, yielding ... Reaction SMILES: C([O:3][C:4](=O)[NH:5][C:6](=[O:28])[C:7]([C:26]#[N:27])=[N:8][NH:9][C:10]1[CH:15]=[CH:14][C:13]([C:16]([C:24]#[N:25])([C:18]2[CH:23]=[CH:22][CH:21]=[CH:20][CH:19]=2)[CH3:17])=[CH:12][CH:11]=1)C.C([O-])(=O)C.[K+]>C(O)(=O)C>[C:24]([C:16]([C:13]1[CH:14]=[CH:15][C:10]([N:9]2[C:4](=[O:3])[NH:5][C:6](=[O:28])[C:7]([C:26]#[N:27])=[N:8]2)=[CH:11][CH:12]=1)([C:18]1[CH:23]=[CH:22][CH:21]=[CH:20][CH:19]=1)[CH3:17])#[N:25] |f:1.2|. Run in C(C)(=O)O (acetic acid). Starting materials: C(C)OC(NC(C(=NNC1=CC=C(C=C1)C(C)(C1=CC=CC=C1)C#N)C#N)=O)=O (ethyl[2-cyano-2-[[4-(1-cyano-1-phenylethyl)phenyl]hydrazono]acetyl]carbamate), C(C)(=O)[O-].[K+] (potassium acetate).